From a dataset of the Open Reaction Database (ORD), a public repository of structured organic reaction records. describe an organic reaction: reactants, conditions, products, and yield Reactants: C(C)(C)(C)OC(=O)N(CC(=O)O[C@@H](CC1=C(C=[N+](C=C1Cl)[O-])Cl)C1=CC(=C(C=C1)OC(F)F)OCC1CC1)CC1=CC(=C(C=C1)OC)OC ((S)-4-(2-(2-(tert-butoxycarbonyl(3,4-dimethoxybenzyl)-amino)acetoxy)-2-(3-(cyclopropylmethoxy)-4-(difluoromethoxy)phenyl)ethyl)-3,5-dichloropyridine 1-oxide), O1CCOCC1 (dioxane). Run in C(Cl)Cl (DCM), Cl (HCl). Conditions: time 8 hour. Product: Cl.ClC=1C=[N+](C=C(C1C[C@H](OC(CNCC1=CC(=C(C=C1)OC)OC)=O)C1=CC(=C(C=C1)OC(F)F)OCC1CC1)Cl)[O-] ((S)-3,5-dichloro-4-(2-(3-(cyclopropylmethoxy)-4-(difluoromethoxy)phenyl)-2-(2-(3,4-dimethoxybenzylamino) acetoxy)ethyl)pyridine 1-oxide hydrochloride). The yield is 79.0%. RXN SMILES: C(OC([N:8]([CH2:39][C:40]1[CH:45]=[CH:44][C:43]([O:46][CH3:47])=[C:42]([O:48][CH3:49])[CH:41]=1)[CH2:9][C:10]([O:12][C@H:13]([C:24]1[CH:29]=[CH:28][C:27]([O:30][CH:31]([F:33])[F:32])=[C:26]([O:34][CH2:35][CH:36]2[CH2:38][CH2:37]2)[CH:25]=1)[CH2:14][C:15]1[C:20]([Cl:21])=[CH:19][N+:18]([O-:22])=[CH:17][C:16]=1[Cl:23])=[O:11])=O)(C)(C)C.O1CCOCC1>C(Cl)Cl.Cl>[ClH:21].[Cl:21][C:20]1[CH:19]=[N+:18]([O-:22])[CH:17]=[C:16]([Cl:23])[C:15]=1[CH2:14][C@@H:13]([C:24]1[CH:29]=[CH:28][C:27]([O:30][CH:31]([F:33])[F:32])=[C:26]([O:34][CH2:35][CH:36]2[CH2:37][CH2:38]2)[CH:25]=1)[O:12][C:10](=[O:11])[CH2:9][NH:8][CH2:39][C:40]1[CH:45]=[CH:44][C:43]([O:46][CH3:47])=[C:42]([O:48][CH3:49])[CH:41]=1 |f:4.5|. Procedure: To a solution of (S)-4-(2-(2-(tert-butoxycarbonyl(3,4-dimethoxybenzyl)-amino)acetoxy)-2-(3-(cyclopropylmethoxy)-4-(difluoromethoxy)phenyl)ethyl)-3,5-dichloropyridine 1-oxide (258 mg, 0.355 mmol) in DCM (24 ml), HCl 4M in dioxane (1.2 ml, 4.80 mmol) was added drop wise, and the reaction was stirred at RT overnight. The volatiles were evaporated under vacuum and the residue was purified by trituration with diethylether affording (S)-3,5-dichloro-4-(2-(3-(cyclopropylmethoxy)-4-(difluoromethoxy)phen... The reactants are COc1cc(OC)c2nccc(O)c2c1, CN(C)C=O, O, O=P(Cl)(Cl)Cl. Product: COc1cc(OC)c2nccc(Cl)c2c1. Reaction SMILES: [CH3:1][O:2][c:3]1[cH:4][c:5]2[c:6]([OH:15])[cH:7][cH:8][n:9][c:10]2[c:11]([O:13][CH3:14])[cH:12]1.[CH3:21][N:22]([CH3:23])[CH:24]=[O:25].[OH2:26].[P:16]([Cl:17])([Cl:18])([Cl:19])=[O:20]>>[CH3:1][O:2][c:3]1[cH:4][c:5]2[c:6]([Cl:18])[cH:7][cH:8][n:9][c:10]2[c:11]([O:13][CH3:14])[cH:12]1.